Dataset: the Open Reaction Database (ORD), a public repository of structured organic reaction records. Task: describe an organic reaction: reactants, conditions, products, and yield Reactants: O (water), OC=1C=C(C=CC1O)SCC(=O)OC(C)(C)C (tert-butyl (3,4-dihydroxyphenylthio)acetate), N1=CC=CC=C1 (pyridine), C(C)(=O)Cl (acetyl chloride), crude product. Run in C(Cl)Cl (methylene chloride). Run at time 20 minute. Yields the product C(C)(=O)OC=1C=C(C=CC1OC(C)=O)SCC(=O)OC(C)(C)C (tert-butyl (3,4-diacetoxyphenylthio)acetate). Reaction SMILES: [OH:1][C:2]1[CH:3]=[C:4]([S:9][CH2:10][C:11]([O:13][C:14]([CH3:17])([CH3:16])[CH3:15])=[O:12])[CH:5]=[CH:6][C:7]=1[OH:8].N1[CH:23]=[CH:22]C=CC=1.[C:24](Cl)(=[O:26])[CH3:25].[OH2:28]>C(Cl)Cl>[C:24]([O:1][C:2]1[CH:3]=[C:4]([S:9][CH2:10][C:11]([O:13][C:14]([CH3:17])([CH3:16])[CH3:15])=[O:12])[CH:5]=[CH:6][C:7]=1[O:8][C:22](=[O:28])[CH3:23])(=[O:26])[CH3:25]. Procedure: After 17.7 g of tert-butyl (3,4-dihydroxyphenylthio)acetate was dissolved in 70 ml of methylene chloride, 11.4 ml of pyridine and then 10.0 ml of acetyl chloride were added to the solution under ice cooling. After stirring for 20 minutes, water was added and the resulting mixture was extracted twice with methylene chloride. After drying over magnesium sulfate, the solvent was distilled off to give the crude product. The crude product was subjected to silica gel column chromatography and the colu... The reactants are heterocyclic (meth)acrylates, C(C(=C)C)(=O)OCCN1C(CCC1)=O (1-(2-methacryloyloxyethyl)-2-pyrrolidone), CC(=C)C(=O)OCCN1C=CN=C1 (2-(1-imidazolyl)ethyl (meth)acrylate), 2-(4-morpholinyl)ethyl (meth)acrylate. Product: C(C(=C)C)(=O)OCCNC(=O)N (2-ureidoethyl methacrylate). RXN SMILES: [CH3:1][C:2]([C:4]([O:6][CH2:7][CH2:8][N:9]1[CH:13]=[N:12]C=C1)=[O:5])=[CH2:3].C(OCCN1CCCC1=O)(=[O:18])C(C)=C>>[C:4]([O:6][CH2:7][CH2:8][NH:9][C:13]([NH2:12])=[O:18])(=[O:5])[C:2]([CH3:1])=[CH2:3]. Reported procedure: heterocyclic (meth)acrylates such as 2-(1-imidazolyl)ethyl (meth)acrylate, 2-(4-morpholinyl)ethyl (meth)acrylate and 1-(2-methacryloyloxyethyl)-2-pyrrolidone. Product: COC(=O)CCc1ccccc1NC1CCN(C)CC1. As a reaction SMILES: [CH3:1][N:2]1[CH2:3][CH2:4][CH:5]([NH:8][c:9]2[c:10]([CH:15]=[CH:16][C:17](=[O:18])[O:19][CH3:20])[cH:11][cH:12][cH:13][cH:14]2)[CH2:6][CH2:7]1.[CH3:23][CH2:24][O:25][C:26]([CH3:27])=[O:28].[CH3:29][OH:30].[H:21][H:22]>>[CH3:1][N:2]1[CH2:3][CH2:4][CH:5]([NH:8][c:9]2[c:10]([CH2:15][CH2:16][C:17](=[O:18])[O:19][CH3:20])[cH:11][cH:12][cH:13][cH:14]2)[CH2:6][CH2:7]1. Starting materials: COC(=O)C=Cc1ccccc1NC1CCN(C)CC1, CCOC(C)=O, CO, [H][H].